Dataset: the Open Reaction Database (ORD), a public repository of structured organic reaction records. Task: describe an organic reaction: reactants, conditions, products, and yield Reactants: Brc1cnc2nc(-c3ccccc3)[nH]c2c1, CCOC(C)=O, [Na+], [Na+], O=C([O-])[O-], C1CCOC1, C1CCOC1, O, OB(O)Oc1ccccc1, c1ccc(P(c2ccccc2)(c2ccccc2)[Pd](P(c2ccccc2)(c2ccccc2)c2ccccc2)(P(c2ccccc2)(c2ccccc2)c2ccccc2)P(c2ccccc2)(c2ccccc2)c2ccccc2)cc1. Yields the product c1ccc(-c2cnc3nc(-c4ccccc4)[nH]c3c2)cc1. RXN SMILES: [Br:1][c:2]1[cH:3][c:4]2[c:5]([n:6][cH:7]1)[n:8][c:9](-[c:11]1[cH:12][cH:13][cH:14][cH:15][cH:16]1)[nH:10]2.[C:121]([O:122][CH2:123][CH3:124])(=[O:125])[CH3:126].[Na+:27].[Na+:28].[O-:29][C:30](=[O:31])[O-:32].[O:116]1[CH2:117][CH2:118][CH2:119][CH2:120]1.[O:33]1[CH2:34][CH2:35][CH2:36][CH2:37]1.[OH2:115].[c:17]1([O:23][B:24]([OH:25])[OH:26])[cH:18][cH:19][cH:20][cH:21][cH:22]1.[cH:38]1[cH:39][cH:40][c:41]([P:42]([Pd:43]([P:44]([c:45]2[cH:46][cH:47][cH:48][cH:49][cH:50]2)([c:51]2[cH:52][cH:53][cH:54][cH:55][cH:56]2)[c:57]2[cH:58][cH:59][cH:60][cH:61][cH:62]2)([P:63]([c:64]2[cH:65][cH:66][cH:67][cH:68][cH:69]2)([c:70]2[cH:71][cH:72][cH:73][cH:74][cH:75]2)[c:76]2[cH:77][cH:78][cH:79][cH:80][cH:81]2)[P:82]([c:83]2[cH:84][cH:85][cH:86][cH:87][cH:88]2)([c:89]2[cH:90][cH:91][cH:92][cH:93][cH:94]2)[c:95]2[cH:96][cH:97][cH:98][cH:99][cH:100]2)([c:101]2[cH:102][cH:103][cH:104][cH:105][cH:106]2)[c:107]2[cH:108][cH:109][cH:110][cH:111][cH:112]2)[cH:113][cH:114]1>>[c:2]1(-[c:17]2[cH:18][cH:19][cH:20][cH:21][cH:22]2)[cH:3][c:4]2[c:5]([n:6][cH:7]1)[n:8][c:9](-[c:11]1[cH:12][cH:13][cH:14][cH:15][cH:16]1)[nH:10]2.